From a dataset of the Open Reaction Database (ORD), a public repository of structured organic reaction records. describe an organic reaction: reactants, conditions, products, and yield Starting materials: ClC1=CC=C2C(=C1NC1=NC=NC3=CC(=C(C=C13)OC)OCCCN1CCNCC1)OCO2 (4-(6-chloro-2,3-methylenedioxyanilino)-6-methoxy-7-(3-piperazin-1-ylpropoxy)quinazoline), ClCC#N (2-chloroacetonitrile), [I-].[K+] (potassium iodide), C([O-])([O-])=O.[K+].[K+] (potassium carbonate). Run in CN(C)C=O (DMF). Reaction conditions: time 16 hour. Yields the product ClC1=CC=C2C(=C1NC1=NC=NC3=CC(=C(C=C13)OC)OCCCN1CCN(CC1)CC#N)OCO2 (4-(6-chloro-2,3-methylenedioxyanilino)-7-[3-(4-cyanomethylpiperazin-1-yl)propoxy]-6-methoxyquinazoline). Reaction SMILES: [Cl:1][C:2]1[C:7]([NH:8][C:9]2[C:18]3[C:13](=[CH:14][C:15]([O:21][CH2:22][CH2:23][CH2:24][N:25]4[CH2:30][CH2:29][NH:28][CH2:27][CH2:26]4)=[C:16]([O:19][CH3:20])[CH:17]=3)[N:12]=[CH:11][N:10]=2)=[C:6]2[O:31][CH2:32][O:33][C:5]2=[CH:4][CH:3]=1.Cl[CH2:35][C:36]#[N:37].[I-].[K+].C(=O)([O-])[O-].[K+].[K+]>CN(C=O)C>[Cl:1][C:2]1[C:7]([NH:8][C:9]2[C:18]3[C:13](=[CH:14][C:15]([O:21][CH2:22][CH2:23][CH2:24][N:25]4[CH2:26][CH2:27][N:28]([CH2:35][C:36]#[N:37])[CH2:29][CH2:30]4)=[C:16]([O:19][CH3:20])[CH:17]=3)[N:12]=[CH:11][N:10]=2)=[C:6]2[O:31][CH2:32][O:33][C:5]2=[CH:4][CH:3]=1 |f:2.3,4.5.6|. Procedure: A mixture of 4-(6-chloro-2,3-methylenedioxyanilino)-6-methoxy-7-(3-piperazin-1-ylpropoxy)quinazoline (0.19 g), 2-chloroacetonitrile (0.038 ml), potassium iodide (0.020 g), potassium carbonate (0.139 g) and DMF (2.5 ml) was stirred at ambient temperature for 16 hours. The reaction mixture was partitioned between ethyl acetate and water. The organic phase was washed with water and with brine, dried over magnesium sulphate and evaporated. The crude product was purified by column chromatography on s... The reactants are COC1=CC=CC=2[C@H]3CCN[C@H]3CCC21 (rac-cis-2,3,3a,4,5,9b-hexahydro-6-methoxy-1H-benzo[e]indole), C([O-])([O-])=O.[K+].[K+] (potassium carbonate), [I-].[Na+] (sodium iodide), BrCCCCN1C(C=2C(C1=O)=CC=CC2)=O (N-(4-bromobutyl)phthalimide). Run in O (water), CC(=O)CC (ethyl methyl ketone). The product is COC1=CC=CC=2[C@H]3CCN([C@H]3CCC21)CCCCN2C(C=1C(C2=O)=CC=CC1)=O (rac-cis-N-[4-(1,2,3a,4,5,9b-hexahydro-6-methoxy-3H-benzo[e]indol-3-yl)butyl]phthalimide). The yield is 103.8%. RXN SMILES: [CH3:1][O:2][C:3]1[C:15]2[CH2:14][CH2:13][C@H:12]3[C@H:8]([CH2:9][CH2:10][NH:11]3)[C:7]=2[CH:6]=[CH:5][CH:4]=1.C(=O)([O-])[O-].[K+].[K+].[I-].[Na+].Br[CH2:25][CH2:26][CH2:27][CH2:28][N:29]1[C:33](=[O:34])[C:32]2=[CH:35][CH:36]=[CH:37][CH:38]=[C:31]2[C:30]1=[O:39]>CC(CC)=O.O>[CH3:1][O:2][C:3]1[C:15]2[CH2:14][CH2:13][C@H:12]3[C@H:8]([CH2:9][CH2:10][N:11]3[CH2:25][CH2:26][CH2:27][CH2:28][N:29]3[C:33](=[O:34])[C:32]4=[CH:35][CH:36]=[CH:37][CH:38]=[C:31]4[C:30]3=[O:39])[C:7]=2[CH:6]=[CH:5][CH:4]=1 |f:1.2.3,4.5|. Procedure: A solution of 1.00 g (0.005 mol) of rac-cis-2,3,3a,4,5,9b-hexahydro-6-methoxy-1H-benzo[e]indole in 60 ml of ethyl methyl ketone was treated with 0.86 g (0.006 mol) of potassium carbonate, 0.29 g (0.002 mol) of sodium iodide and 1.40 g (0.005 mol) of N-(4-bromobutyl)phthalimide. The mixture was boiled under reflux for 24 hours and, after cooling, treated with water. The mixture was extracted with ethyl acetate, the extracts were dried with sodium sulphate and the solvent was distilled off in a va... The reactants are ClC1=C(C=C(CC(C(=O)O)CC(N2CCC(CC2)N2C(NC3=CC=CC=C3C2)=O)=O)C=C1)C(F)(F)F (2-(4-chloro-3-trifluoromethyl-benzyl)-4-oxo-4-[4-(2-oxo-1,4-dihydro-2H-quinazolin-3-yl)-piperidin-1-yl]-butanoic acid), C(C)OC(CN1CCN(CC1)C1CCNCC1)=O (ethyl(4-piperidin-4-yl-piperazin-1-yl)-acetate). The product is ClC1=C(C=C(CC(C(=O)N2CCC(CC2)N2CCN(CC2)CC(=O)O)CC(N2CCC(CC2)N2C(NC3=CC=CC=C3C2)=O)=O)C=C1)C(F)(F)F ([4-(1-{2-(4-chloro-3-trifluoromethyl-benzyl)-4-oxo-4-[4-(2-oxo-1,4-dihydro-2H-quinazolin-3-yl)-piperidin-1-yl]-butyryl}-piperidin-4-yl)-piperazin-1-yl]-acetic acid). As a reaction SMILES: [Cl:1][C:2]1[CH:32]=[CH:31][C:5]([CH2:6][CH:7]([CH2:11][C:12](=[O:30])[N:13]2[CH2:18][CH2:17][CH:16]([N:19]3[CH2:28][C:27]4[C:22](=[CH:23][CH:24]=[CH:25][CH:26]=4)[NH:21][C:20]3=[O:29])[CH2:15][CH2:14]2)[C:8]([OH:10])=O)=[CH:4][C:3]=1[C:33]([F:36])([F:35])[F:34].C([O:39][C:40](=[O:54])[CH2:41][N:42]1[CH2:47][CH2:46][N:45]([CH:48]2[CH2:53][CH2:52][NH:51][CH2:50][CH2:49]2)[CH2:44][CH2:43]1)C>>[Cl:1][C:2]1[CH:32]=[CH:31][C:5]([CH2:6][CH:7]([CH2:11][C:12](=[O:30])[N:13]2[CH2:18][CH2:17][CH:16]([N:19]3[CH2:28][C:27]4[C:22](=[CH:23][CH:24]=[CH:25][CH:26]=4)[NH:21][C:20]3=[O:29])[CH2:15][CH2:14]2)[C:8]([N:51]2[CH2:52][CH2:53][CH:48]([N:45]3[CH2:46][CH2:47][N:42]([CH2:41][C:40]([OH:54])=[O:39])[CH2:43][CH2:44]3)[CH2:49][CH2:50]2)=[O:10])=[CH:4][C:3]=1[C:33]([F:36])([F:34])[F:35]. Procedure: Prepared analogously to Example 16.4 from 105 mg (0.2 mmol) 2-(4-chloro-3-trifluoromethyl-benzyl)-4-oxo-4-[4-(2-oxo-1,4-dihydro-2H-quinazolin-3-yl)-piperidin-1-yl]-butanoic acid and 51 mg (0.2 mmol) ethyl(4-piperidin-4-yl-piperazin-1-yl)-acetate. Starting materials: C(C)(=O)O (acetic acid), CC(C)(C)[N+](=O)[O-] (1,1-dimethylnitroethane), N1N=CC(=C1)C=O (pyrazole-4-carbaldehyde). Reagents/catalysts: [Zn] (zinc). The solvent is C(C)O (ethanol). Run at temperature 5 celsius. Yields the product N1N=CC(=C1)C=[N+]([O-])C(C)(C)C (α-(4-pyrazolyl)-N-t-butylnitrone). Reaction SMILES: [CH3:1][C:2]([N+:5]([O-:7])=O)([CH3:4])[CH3:3].C(O)(=O)C.[NH:12]1[CH:16]=[C:15]([CH:17]=O)[CH:14]=[N:13]1>C(O)C.[Zn]>[NH:12]1[CH:16]=[C:15]([CH:17]=[N+:5]([C:2]([CH3:4])([CH3:3])[CH3:1])[O-:7])[CH:14]=[N:13]1. Procedure: To a suspension of 1,1-dimethylnitroethane (546.0 mg, 5.29 mmol) and zinc (515.5 mg, 7.89 mmol) in ethanol (3.0 ml) was added acetic acid (950.0 mg, 15.8 mmol) dropwise at 5° C. while stirring. The mixture was stirred at room temperature for 45 minutes. After cooling the mixture to 5° C. again, pyrazole-4-carbaldehyde (255.4 mg, 2.66 mmol) was added dropwise to the mixture while stirring and stirred at room temperature overnight. Zinc acetate in the mixture was filtered off and the filtrate was ... The reactants are C1(=C(C(=C(C(=C1F)F)F)N)F)N.Cl.Cl (dihydrochloride), title base, C(C)(C)O (isopropanol), Cl (hydrochloric acid), CCOCC (ether). Product: Cl.Cl.C1=CN2CCCC3=CC=CC1=C23 (5,6-dihydro-4H-pyrrolo[3,2,1-ij]quinoline 2 HCl). As a reaction SMILES: [C:1]1([NH2:12])[C:6](F)=[C:5](F)[C:4](F)=[C:3](N)[C:2]=1F.[ClH:13].Cl.Cl.[CH3:16][CH2:17]OCC.[CH:21](O)([CH3:23])[CH3:22]>>[ClH:13].[ClH:13].[CH:16]1[C:2]2=[C:1]3[C:6](=[CH:5][CH:4]=[CH:3]2)[CH2:23][CH2:21][CH2:22][N:12]3[CH:17]=1 |f:0.1.2,6.7.8|. Procedure details: To convert the product to the corresponding dihydrochloride, the title base was dissolved in isopropanol. Isopropanolic hydrochloric acid and then ether were added to the solution. The resulting precipitate was filtered out. 250 mg of 2-[4-(4-hydroxybutoxy)phenyl]-1-{2-[4-(4-methylpyridin-2-yl)piperazin-1-yl)piperazin-1-yl)ethyl}-5,6-dihydro-4H-pyrrolo[3,2,1-ij]quinoline 2 HCl 2 H2O having a melting point of 150° C. were obtained. Reactants: C(C)C1(CCC2=CC(=CC=C12)F)C1=CNC2=C(C=CC=C12)N (3-(1-ethyl-5-fluoro-indan-1-yl)-1H-indol-7-ylamine), C1(=CC=CC=C1)S(=O)(=O)Cl (benzenesulfonyl chloride). Yields the product C(C)C1(CCC2=CC(=CC=C12)F)C1=CNC2=C(C=CC=C12)NS(=O)(=O)C1=CC=CC=C1 (N-[3-(1-ethyl-5-fluoro-indan-1-yl)-1H-indol-7-yl]-benzenesulfonamide). As a reaction SMILES: [CH2:1]([C:3]1([C:13]2[C:21]3[C:16](=[C:17]([NH2:22])[CH:18]=[CH:19][CH:20]=3)[NH:15][CH:14]=2)[C:11]2[C:6](=[CH:7][C:8]([F:12])=[CH:9][CH:10]=2)[CH2:5][CH2:4]1)[CH3:2].[C:23]1([S:29](Cl)(=[O:31])=[O:30])[CH:28]=[CH:27][CH:26]=[CH:25][CH:24]=1>>[CH2:1]([C:3]1([C:13]2[C:21]3[C:16](=[C:17]([NH:22][S:29]([C:23]4[CH:28]=[CH:27][CH:26]=[CH:25][CH:24]=4)(=[O:31])=[O:30])[CH:18]=[CH:19][CH:20]=3)[NH:15][CH:14]=2)[C:11]2[C:6](=[CH:7][C:8]([F:12])=[CH:9][CH:10]=2)[CH2:5][CH2:4]1)[CH3:2]. Reported procedure: Utilizing 3-(1-ethyl-5-fluoro-indan-1-yl)-1H-indol-7-ylamine and benzenesulfonyl chloride, the title compound is prepared as in example 15. 0.21 g (33%). LC-MS m/z 295.1 (M++1). The reactants are C1(=CC=CC=C1)C(N1CC(C1)N1[C@H](CN(CC1)C)C)C1=CC=CC=C1 ((2S)-1-(1-(diphenylmethyl)azetidin-3-yl)-2,4-dimethylpiperazine), resultant mixture. The reagents and catalysts are [OH-].[Pd+2].[OH-].[C] (palladium hydroxide carbon). Run in CO (methanol). The product is N1CC(C1)N1[C@H](CN(CC1)C)C ((2S)-1-(Azetidin-3-yl)-2,4-dimethylpiperazine). Yield: 162.4%. Reaction SMILES: C1(C(C2C=CC=CC=2)[N:8]2[CH2:11][CH:10]([N:12]3[CH2:17][CH2:16][N:15]([CH3:18])[CH2:14][C@@H:13]3[CH3:19])[CH2:9]2)C=CC=CC=1>[OH-].[Pd+2].[OH-].[C].CO>[NH:8]1[CH2:11][CH:10]([N:12]2[CH2:17][CH2:16][N:15]([CH3:18])[CH2:14][C@@H:13]2[CH3:19])[CH2:9]1 |f:1.2.3.4|. Procedure details: To a mixed solution of (2S)-1-(1-(diphenylmethyl)azetidin-3-yl)-2,4-dimethylpiperazine (321 mg, 0.957 mmol) described in Production Example 6-2 and methanol (7.0 mL) was added palladium hydroxide-carbon (150 mg) at room temperature. The resultant mixture was stirred under a hydrogen atmosphere at room temperature and at 0.35 MPa to 0.40 MPa for 5 hours. The reaction mixture was purged with a nitrogen atmosphere and then filtrated using Celite. A filtrate was concentrated under a reduced pressure...